This data is from the Open Reaction Database (ORD), a public repository of structured organic reaction records. The task is: describe an organic reaction: reactants, conditions, products, and yield The reactants are ClC=1C(=NC(=CC1)Cl)NC(C(C)(C)C)=O (N-(3,6-dichloropyridin-2-yl)pivalamide), O (water), [OH-].[Na+] (NaOH), N1=CC=CC=C1 (pyridine). The solvent is Cl (HCl). Conditions: temperature 115 celsius. Product: ClC=1C(=NC(=CC1)Cl)N (3,6-dichloropyridin-2-amine). As a reaction SMILES: [Cl:1][C:2]1[C:3]([NH:9]C(=O)C(C)(C)C)=[N:4][C:5]([Cl:8])=[CH:6][CH:7]=1.O.N1C=CC=CC=1.[OH-].[Na+]>Cl>[Cl:1][C:2]1[C:3]([NH2:9])=[N:4][C:5]([Cl:8])=[CH:6][CH:7]=1 |f:3.4|. Procedure details: A slurry of N-(3,6-dichloropyridin-2-yl)pivalamide (1.83 g, 7.41 mmol) in 75 mL 5N aq HCl with water cooled reflux pyridine was heated in a 115° C. bath overnight, to give a clear yellow solution. The reaction mixture was cooled and poured onto ice, and was basified with 10 N NaOH. The resulting white precipitate was extracted with DCM, and the combined organics were dried over anhydrous sodium sulfate, filtered, and concentrated in vauco to give 3,6-dichloropyridin-2-amine as an off-white solid... The reactants are OCCSCCOC1=CC=C(C=C1)CCC(C(F)(F)F)=O (4-[4-[2-(2-hydroxyethylthio)ethoxy]phenyl]-1,1,1-trifluoro-2-butanone), CC1=CC=C(C(C2=CC=C(C=C2)C)O)C=C1 (4,4′-dimethylbenzhydrol). The reagents and catalysts are C1(=CC=C(C=C1)S(=O)(=O)O)C (p-toluenesulfonic acid). Solvent: C(C)(=O)OCC (ethyl acetate), C1(=CC=CC=C1)C (toluene). The product is CC1=CC=C(C=C1)C(OCCSCCOC1=CC=C(C=C1)CCC(C(F)(F)F)=O)C1=CC=C(C=C1)C (4-[4-[2-[2-[Bis(4-methylphenyl)methoxy]ethylthio]ethoxy]phenyl]-1,1,1-trifluoro-2-butanone). Isolated yield 94.2%. RXN SMILES: [OH:1][CH2:2][CH2:3][S:4][CH2:5][CH2:6][O:7][C:8]1[CH:13]=[CH:12][C:11]([CH2:14][CH2:15][C:16](=[O:21])[C:17]([F:20])([F:19])[F:18])=[CH:10][CH:9]=1.[CH3:22][C:23]1[CH:37]=[CH:36][C:26]([CH:27](O)[C:28]2[CH:33]=[CH:32][C:31]([CH3:34])=[CH:30][CH:29]=2)=[CH:25][CH:24]=1>C1(C)C=CC=CC=1.C(OCC)(=O)C.C1(C)C=CC(S(O)(=O)=O)=CC=1>[CH3:22][C:23]1[CH:37]=[CH:36][C:26]([CH:27]([C:28]2[CH:33]=[CH:32][C:31]([CH3:34])=[CH:30][CH:29]=2)[O:1][CH2:2][CH2:3][S:4][CH2:5][CH2:6][O:7][C:8]2[CH:13]=[CH:12][C:11]([CH2:14][CH2:15][C:16](=[O:21])[C:17]([F:18])([F:19])[F:20])=[CH:10][CH:9]=2)=[CH:25][CH:24]=1. Procedure details: A solution of 4-[4-[2-(2-hydroxyethylthio)ethoxy]phenyl]-1,1,1-trifluoro-2-butanone (1.20 g, 3.72 mmol), 4,4′-dimethylbenzhydrol (0.95 g, 4.47 mmol) and p-toluenesulfonic acid (0.035 g) in toluene (20 ml) was heated under reflux for 15 min. The cooled reaction mixture was diluted with ethyl acetate, washed with saturated sodium bicarbonate, brine and dried (magnesium sulfate). Evaporation of the solvent in vacuo and chromatography of the residue on silica gel (elution with a gradient of ethyl ac... Reactants: CO, ClC(Cl)Cl, COC(=O)CCC(=O)N(C)c1ccc(Cl)c(COc2cccc3ccc(C)nc23)c1Cl, Cl, [Na+], [OH-]. Yields the product Cc1ccc2cccc(OCc3c(Cl)ccc(N(C)C(=O)CCC(=O)O)c3Cl)c2n1. RXN SMILES: [CH3:35][OH:36].[CH:37]([Cl:38])([Cl:39])[Cl:40].[Cl:1][c:2]1[c:3]([CH2:4][O:5][c:6]2[cH:7][cH:8][cH:9][c:10]3[cH:11][cH:12][c:13]([CH3:16])[n:14][c:15]23)[c:17]([Cl:31])[cH:18][cH:19][c:20]1[N:21]([CH3:22])[C:23]([CH2:24][CH2:25][C:26](=[O:27])[O:28][CH3:29])=[O:30].[ClH:34].[Na+:33].[OH-:32]>>[Cl:1][c:2]1[c:3]([CH2:4][O:5][c:6]2[cH:7][cH:8][cH:9][c:10]3[cH:11][cH:12][c:13]([CH3:16])[n:14][c:15]23)[c:17]([Cl:31])[cH:18][cH:19][c:20]1[N:21]([CH3:22])[C:23]([CH2:24][CH2:25][C:26](=[O:27])[OH:28])=[O:30]. Reactants: COCN1C2=C(SC3=C1C=C(C=C3)C(CC(C)=O)=O)N=CC=N2 (1-(10-methoxymethyl-10H-pyrazino[2,3-b][1,4]benzothiazin-8-yl)-1,3-butanedione), NO (hydroxylamine), COCN1C2=C(SC3=C1C=C(C=C3)C=3C(=NOC3)C)N=CC=N2 ((10-methoxymethyl-10H-pyrazino[2,3-b][1,4]benzothiazin-8-yl)-3-methylisoxazole). Product: N1=CC=NC=2SC3=C(NC21)C=C(C=C3)C=3C(=NOC3)C ((10H-Pyrazino[2,3-b][1,4]benzothiazin-8-yl)-3-methylisoxazole). As a reaction SMILES: COCN1C2C=C(C(=O)CC(=O)C)C=CC=2SC2N=CC=NC1=2.NO.COC[N:29]1[C:34]2[CH:35]=[C:36]([C:39]3[C:40]([CH3:44])=[N:41][O:42][CH:43]=3)[CH:37]=[CH:38][C:33]=2[S:32][C:31]2[N:45]=[CH:46][CH:47]=[N:48][C:30]1=2>>[N:48]1[C:30]2[NH:29][C:34]3[CH:35]=[C:36]([C:39]4[C:40]([CH3:44])=[N:41][O:42][CH:43]=4)[CH:37]=[CH:38][C:33]=3[S:32][C:31]=2[N:45]=[CH:46][CH:47]=1. Reported procedure: Similar to Example 1223, 1-(10-methoxymethyl-10H-pyrazino[2,3-b][1,4]benzothiazin-8-yl)-1,3-butanedione was treated with hydroxylamine to thereby give (10-methoxymethyl-10H-pyrazino[2,3-b][1,4]benzothiazin-8-yl)-3-methylisoxazole. Further, this product was treated by the same method as the one of Example 9 to thereby give the title compound. The reactants are C(CCCCCCCCCCCCC)OC1=CC=C(O1)C(=O)O (5-(tetradecyloxy)furan-2-carboxylic acid), CC1=CC=C(C=C1)S(=O)(=O)N (4-methylbenzenesulfonamide). The product is C(CCCCCCCCCCCCC)OC1=CC=C(O1)C(=O)NS(=O)(=O)C1=CC=C(C)C=C1 (5-(tetradecyloxy)-N-tosylfuran-2-carboxamide). As a reaction SMILES: [CH2:1]([O:15][C:16]1[O:20][C:19]([C:21]([OH:23])=O)=[CH:18][CH:17]=1)[CH2:2][CH2:3][CH2:4][CH2:5][CH2:6][CH2:7][CH2:8][CH2:9][CH2:10][CH2:11][CH2:12][CH2:13][CH3:14].[CH3:24][C:25]1[CH:30]=[CH:29][C:28]([S:31]([NH2:34])(=[O:33])=[O:32])=[CH:27][CH:26]=1>>[CH2:1]([O:15][C:16]1[O:20][C:19]([C:21]([NH:34][S:31]([C:28]2[CH:29]=[CH:30][C:25]([CH3:24])=[CH:26][CH:27]=2)(=[O:32])=[O:33])=[O:23])=[CH:18][CH:17]=1)[CH2:2][CH2:3][CH2:4][CH2:5][CH2:6][CH2:7][CH2:8][CH2:9][CH2:10][CH2:11][CH2:12][CH2:13][CH3:14]. Reported procedure: The title compound was prepared as described in Example 1 starting from 0.228 g (0.7 mmol) of 5-(tetradecyloxy)furan-2-carboxylic acid and 0.361 g (2.1 mmol) of 4-methylbenzenesulfonamide. MS (m/z, ES−): 476.63 (M+1, 100%). Starting materials: C(C1=CC=CC=C1)Br (Benzyl bromide), C(C1=CC=CC=C1)N1N=CC2=C1N=C(C=C2C(=O)O)Cl (1-benzyl-6-chloro-1H-pyrazolo[3,4-b]pyridine-4-carboxylic acid), C([O-])([O-])=O.[K+].[K+] (potassium carbonate). Solvent: CN(C)C=O (DMF). Conditions: time 2 hour. The product is C(C1=CC=CC=C1)N1N=CC2=C1N=C(C=C2C(=O)OCC2=CC=CC=C2)Cl (benzyl 1-benzyl-6-chloro-1H-pyrazolo[3,4-b]pyridine-4-carboxylate). Yield: 91.9%. Reaction SMILES: [CH2:1](Br)[C:2]1[CH:7]=[CH:6][CH:5]=[CH:4][CH:3]=1.[CH2:9]([N:16]1[C:20]2[N:21]=[C:22]([Cl:28])[CH:23]=[C:24]([C:25]([OH:27])=[O:26])[C:19]=2[CH:18]=[N:17]1)[C:10]1[CH:15]=[CH:14][CH:13]=[CH:12][CH:11]=1.C(=O)([O-])[O-].[K+].[K+]>CN(C=O)C>[CH2:9]([N:16]1[C:20]2[N:21]=[C:22]([Cl:28])[CH:23]=[C:24]([C:25]([O:27][CH2:1][C:2]3[CH:7]=[CH:6][CH:5]=[CH:4][CH:3]=3)=[O:26])[C:19]=2[CH:18]=[N:17]1)[C:10]1[CH:11]=[CH:12][CH:13]=[CH:14][CH:15]=1 |f:2.3.4|. Procedure details: Benzyl bromide (11 mL/89 mol) is added dropwise to a suspension of 1-benzyl-6-chloro-1H-pyrazolo[3,4-b]pyridine-4-carboxylic acid (27.0 g/93.9 mmol) and potassium carbonate (15.6 g/112 mmol) in 310 mL of DMF. The mixture is stirred at ambient temperature for 2 hours and then run into a saturated aqueous solution of ice-cold NaHCO3. The precipitate formed is filtered, thoroughly washed with water, and dried under vacuum to give 32.6 g of a pale yellow powder (yield: 92%). Reactants: ClCCl, CC(=O)O, Oc1ccc(OC(F)(F)F)cc1, c1ccc(Sc2ccccc2)cc1, O=S(=O)(Cl)Cl. Product: Oc1ccc(OC(F)(F)F)cc1Cl. Reaction SMILES: [CH2:35]([Cl:36])[Cl:37].[CH3:26][C:27](=[O:28])[OH:29].[F:14][C:15]([O:16][c:17]1[cH:18][cH:19][c:20]([OH:23])[cH:21][cH:22]1)([F:24])[F:25].[S:1]([c:2]1[cH:3][cH:4][cH:5][cH:6][cH:7]1)[c:8]1[cH:9][cH:10][cH:11][cH:12][cH:13]1.[S:30]([Cl:31])(=[O:32])([Cl:33])=[O:34]>>[F:14][C:15]([O:16][c:17]1[cH:18][c:19]([Cl:33])[c:20]([OH:23])[cH:21][cH:22]1)([F:24])[F:25]. Reactants: C([O-])(O)=O.[Na+] (sodium bicarbonate), P(Br)(Br)Br (Phosphorus tribromide), ice water, CC1=C(C(=C2C(=[N+]1[O-])CCCCC2)[N+](=O)[O-])C(=O)OCC (ethyl 2-methyl-4-nitro-6,7,8,9-tetrahydro-5H-cyclohepta[b]pyridine-3-carboxylate N-oxide). Solvent: C(C)(=O)OCC (ethyl acetate), C(C)(=O)OCC (ethyl acetate). Run at time 10 minute. The product is CC1=C(C(=C2C(=N1)CCCCC2)[N+](=O)[O-])C(=O)OCC (Ethyl 2-methyl-4-nitro-6,7,8,9-tetrahydro-5H-cyclohepta[b]pyridine-3-carboxylate). Yield: 97.7%. As a reaction SMILES: P(Br)(Br)Br.[CH3:5][C:6]1[N+:11]([O-])=[C:10]2[CH2:13][CH2:14][CH2:15][CH2:16][CH2:17][C:9]2=[C:8]([N+:18]([O-:20])=[O:19])[C:7]=1[C:21]([O:23][CH2:24][CH3:25])=[O:22].C(=O)(O)[O-].[Na+]>C(OCC)(=O)C>[CH3:5][C:6]1[N:11]=[C:10]2[CH2:13][CH2:14][CH2:15][CH2:16][CH2:17][C:9]2=[C:8]([N+:18]([O-:20])=[O:19])[C:7]=1[C:21]([O:23][CH2:24][CH3:25])=[O:22] |f:2.3|. Procedure details: Phosphorus tribromide (3.51 g, 12.5 mmol) was dissolved in ethyl acetate (12.0 ml) to which was subsequently added dropwise ethyl acetate solution (10.0 ml) of ethyl 2-methyl-4-nitro-6,7,8,9-tetrahydro-5H-cyclohepta[b]pyridine-3-carboxylate N-oxide (1.47 g, 5.00 mmol) at room temperature, and the resulting mixture was stirred at the same temperature for 10 minutes and then at 80° C. for 15 minutes. After cooling, the reaction solution was poured into ice water, mixed with saturated sodium bicarb...